This data is from the Open Reaction Database (ORD), a public repository of structured organic reaction records. The task is: describe an organic reaction: reactants, conditions, products, and yield Reactants: imine, C1(CCCCC1)=O (cyclohexanone), C(C1=CC=CC=C1)N (benzylamine), imine, P(O)(O)O (phosphorous acid). The solvent is C1=CC=CC=C1 (benzene), O (water). Conditions: time 30 minute. The product is C(C1=CC=CC=C1)NC1CCCCC1 (N-benzylcyclohexylamine). RXN SMILES: [C:1]1(=O)[CH2:6][CH2:5][CH2:4][CH2:3][CH2:2]1.[CH2:8]([NH2:15])[C:9]1[CH:14]=[CH:13][CH:12]=[CH:11][CH:10]=1.P(O)(O)O>C1C=CC=CC=1.O>[CH2:8]([NH:15][CH:1]1[CH2:6][CH2:5][CH2:4][CH2:3][CH2:2]1)[C:9]1[CH:14]=[CH:13][CH:12]=[CH:11][CH:10]=1. Procedure details: The imine from cyclohexanone and benzylamine was prepared in benzene in the normal way. To this imine (37.4 g; 0.2 mole) was added phosphorous acid (16.4 g; 0.2 mole) and the mixture stirred while heating. The reaction mixture became a homogeneous liquid at 70° and at 95°-100° a vigorous reaction took place. After keeping at 110°-130° for 30 minutes the mixture was cooled and diluted with water. Basification with NaOH and extraction with benzene gave after evaporation of the solvent N-benzylcycl... Starting materials: CCOC(=O)c1ccc(-c2ccc(O)cc2)cc1, CCCCCCC(C)Oc1ccc(-c2ccc(C(=O)OCC)cc2)cc1, CCCCCCC(C)OS(=O)(=O)c1ccccc1C, CCO, Cc1ccccc1, [K+], [Na+], [OH-], [OH-], O. Product: CCCCCCC(C)Oc1ccc(-c2ccc(C(=O)O)cc2)cc1. RXN SMILES: [CH2:1]([O:2][C:3]([c:4]1[cH:5][cH:6][c:7](-[c:8]2[cH:9][cH:10][c:11]([OH:12])[cH:13][cH:14]2)[cH:15][cH:16]1)=[O:17])[CH3:18].[CH2:40]([CH3:41])[O:42][C:43](=[O:44])[c:45]1[cH:46][cH:47][c:48](-[c:51]2[cH:52][cH:53][c:54]([O:57][CH:58]([CH2:59][CH2:60][CH2:61][CH2:62][CH2:63][CH3:64])[CH3:65])[cH:55][cH:56]2)[cH:49][cH:50]1.[CH3:21][CH:22]([O:23][S:24]([c:25]1[c:26]([CH3:27])[cH:28][cH:29][cH:30][cH:31]1)(=[O:32])=[O:33])[CH2:34][CH2:35][CH2:36][CH2:37][CH2:38][CH3:39].[CH3:68][CH2:69][OH:70].[CH3:72][c:73]1[cH:74][cH:75][cH:76][cH:77][cH:78]1.[K+:20].[Na+:67].[OH-:19].[OH-:66].[OH2:71]>>[O:42]=[C:43]([OH:44])[c:45]1[cH:46][cH:47][c:48](-[c:51]2[cH:52][cH:53][c:54]([O:57][CH:58]([CH2:59][CH2:60][CH2:61][CH2:62][CH2:63][CH3:64])[CH3:65])[cH:55][cH:56]2)[cH:49][cH:50]1. Reactants: C(C)(C)N(CC)C(C)C (diisopropylethylamine), CC1=C(N=C(O1)C1=CC=CC=C1)CN (N-[(5-Methyl-2-phenyl-4-oxazolyl)methyl]amine), S1C(NC(C1CC1=CC=C(C=C1)S(=O)(=O)Cl)=O)=O (4-[(Thiazolidine-2,4-dion-5-yl)methyl]benzenesulfonyl chloride). Solvent: C(Cl)Cl (CH2Cl2), C(Cl)Cl (CH2Cl2), C(Cl)Cl (CH2Cl2). Reaction conditions: temperature 0 celsius, time 20 minute. Product: CC1=C(N=C(O1)C1=CC=CC=C1)CNS(=O)(=O)C1=CC=C(C=C1)CC1C(NC(S1)=O)=O (N-[(5-Methyl-2-phenyl-4-oxazolyl)methyl]-4-[(thiazolidine-2,4-dion-5-yl)methyl]benzenesulfonamide). RXN SMILES: [S:1]1[CH:5]([CH2:6][C:7]2[CH:12]=[CH:11][C:10]([S:13](Cl)(=[O:15])=[O:14])=[CH:9][CH:8]=2)[C:4](=[O:17])[NH:3][C:2]1=[O:18].[CH3:19][C:20]1[O:24][C:23]([C:25]2[CH:30]=[CH:29][CH:28]=[CH:27][CH:26]=2)=[N:22][C:21]=1[CH2:31][NH2:32].C(N(C(C)C)CC)(C)C>C(Cl)Cl>[CH3:19][C:20]1[O:24][C:23]([C:25]2[CH:30]=[CH:29][CH:28]=[CH:27][CH:26]=2)=[N:22][C:21]=1[CH2:31][NH:32][S:13]([C:10]1[CH:11]=[CH:12][C:7]([CH2:6][CH:5]2[S:1][C:2](=[O:18])[NH:3][C:4]2=[O:17])=[CH:8][CH:9]=1)(=[O:15])=[O:14]. Procedure details: 4-[(Thiazolidine-2,4-dion-5-yl)methyl]benzenesulfonyl chloride (1.62 g, 5.31 mmol) in 25 mL of CH2Cl2 was cooled to 0° C. N-[(5-Methyl-2-phenyl-4-oxazolyl)methyl]amine (1.0 g, 5.31 mmol) in 10 mL of CH2Cl2 was added dropwise, followed by diisopropylethylamine(1.1 mL, 6.37 mmol) and the mixture stirred at 0° C. for 20 minutes,then at room temperature for 18 hours. The reaction mixture was diluted with 20 mL CH2Cl2, washed 3×25 mL 1N HCl, 1×25 mL 5% NaHCO3 and 2×25 mL brine, dried (MgSO4) and stri...